From a dataset of the Open Reaction Database (ORD), a public repository of structured organic reaction records. describe an organic reaction: reactants, conditions, products, and yield The reactants are CI, CO, C[O-], CCOC(=O)c1cc([N+](=O)[O-])c[nH]1, [Na+]. Product: CCOC(=O)c1cc([N+](=O)[O-])cn1C. RXN SMILES: [CH3:17][I:18].[CH3:19][OH:20].[CH3:1][O-:2].[N+:4](=[O:5])([O-:6])[c:7]1[cH:8][c:9]([C:12](=[O:13])[O:14][CH2:15][CH3:16])[nH:10][cH:11]1.[Na+:3]>>[CH3:1][n:10]1[c:9]([C:12](=[O:13])[O:14][CH2:15][CH3:16])[cH:8][c:7]([N+:4](=[O:5])[O-:6])[cH:11]1. Reactants: C(C)(=O)OCC (ethyl acetate), C1(=CC=CC=C1)CCCN (3-phenyl-1-propylamine), [OH-].[Na+] (NaOH), [OH-].[Na+] (NaOH), ClC(=O)OC (methyl chloroformate). The solvent is O (water), C1CCOC1 (THF). Reaction conditions: time 30 minute. Yields the product COC(=O)NCCCC1=CC=CC=C1 (N-methoxycarbonyl-3-phenyl-1-propylamine). The yield is 100.0%. RXN SMILES: [C:1]1([CH2:7][CH2:8][CH2:9][NH2:10])[CH:6]=[CH:5][CH:4]=[CH:3][CH:2]=1.[OH-].[Na+].Cl[C:14]([O:16][CH3:17])=[O:15].C(OCC)(=O)C>C1COCC1.O>[CH3:17][O:16][C:14]([NH:10][CH2:9][CH2:8][CH2:7][C:1]1[CH:6]=[CH:5][CH:4]=[CH:3][CH:2]=1)=[O:15] |f:1.2|. Procedure details: A stirred solution of 3-phenyl-1-propylamine (19.6 g, mmol) in THF (50 mL) and water (50 mL) was adjusted to pH 9.0 with 2N NaOH. To the reaction was added methyl chloroformate (12.3 mL, 159 mmol) dropwise while the pH was maintained at 9.0 with 2N NaOH. After the reaction was stirred for an additional 30 minutes at room temperature, ethyl acetate (250 mL) was added. The organic layer was separated, dried (MgSO4), filtered, and the filtrate was concentrated in vacuo to give a clear oil of pure t... The reactants are [OH-].[Na+] (sodium hydroxide), IC1=C(N)C=CC=C1 (2-iodoaniline), COC=1C=C(C=CC1)B(O)O (3-methoxyphenylboronic acid), ClCCl (dichloromethane). The reagents and catalysts are C1=CC=C(C=C1)P([C-]2C=CC=C2)C3=CC=CC=C3.C1=CC=C(C=C1)P([C-]2C=CC=C2)C3=CC=CC=C3.Cl[Pd]Cl.[Fe+2] ([1,1′-bis(diphenylphosphino)ferrocene]dichloropalladium). Product: COC=1C=C(C=CC1)C1=C(C=CC=C1)N (3′-Methoxy-1,1′-biphenyl-2-ylamine), C=1(C(=CC=CC1)N)C1=CC=CC=C1 (biphenyl amine). Yield: 197.5%. Reaction SMILES: I[C:2]1[CH:8]=[CH:7][CH:6]=[CH:5][C:3]=1[NH2:4].[CH3:9][O:10][C:11]1[CH:12]=[C:13](B(O)O)[CH:14]=[CH:15][CH:16]=1.ClCCl.[OH-].[Na+]>C1C=CC(P(C2C=CC=CC=2)[C-]2C=CC=C2)=CC=1.C1C=CC(P(C2C=CC=CC=2)[C-]2C=CC=C2)=CC=1.Cl[Pd]Cl.[Fe+2]>[CH3:9][O:10][C:11]1[CH:16]=[C:15]([C:2]2[CH:8]=[CH:7][CH:6]=[CH:5][C:3]=2[NH2:4])[CH:14]=[CH:13][CH:12]=1.[C:2]1([C:11]2[CH:12]=[CH:13][CH:14]=[CH:15][CH:16]=2)[C:3]([NH2:4])=[CH:5][CH:6]=[CH:7][CH:8]=1 |f:3.4,5.6.7.8|. Procedure: 3′-Methoxy-1,1′-biphenyl-2-ylamine was prepared from 2-iodoaniline (3.64 g, 16.7 mmol), 3-methoxyphenylboronic acid (2.54 g, 16.7 mmol), [1,1′-bis(diphenylphosphino)ferrocene]dichloropalladium (II) complex with dichloromethane (0.41 g, 0.50 mmol), and a 5 N aqueous sodium hydroxide solution (6.7 mL, 33.5 mmol), according to the procedure and in the same manner as described in Example 32, Method A, Step a, to afford the intermediate biphenyl amine as an oil (2.79 g, 84%). The title compound was p... Starting materials: CC(=O)Nc1nc(CCc2cc(C)c(C=O)s2)cs1, ClC(Cl)Cl, COC(=O)C=P(c1ccccc1)(c1ccccc1)c1ccccc1. Yields the product COC(=O)C=Cc1sc(CCc2csc(NC(C)=O)n2)cc1C. As a reaction SMILES: [CH:1](=[O:2])[c:3]1[c:4]([CH3:19])[cH:5][c:6]([CH2:8][CH2:9][c:10]2[n:11][c:12]([NH:15][C:16]([CH3:17])=[O:18])[s:13][cH:14]2)[s:7]1.[CH:44]([Cl:45])([Cl:46])[Cl:47].[c:20]1([P:21]([c:22]2[cH:23][cH:24][cH:25][cH:26][cH:27]2)([c:28]2[cH:29][cH:30][cH:31][cH:32][cH:33]2)=[CH:39][C:40](=[O:41])[O:42][CH3:43])[cH:34][cH:35][cH:36][cH:37][cH:38]1>>[CH:1]([c:3]1[c:4]([CH3:19])[cH:5][c:6]([CH2:8][CH2:9][c:10]2[n:11][c:12]([NH:15][C:16]([CH3:17])=[O:18])[s:13][cH:14]2)[s:7]1)=[CH:39][C:40](=[O:41])[O:42][CH3:43]. Starting materials: O=C(O)C1CCCN1C(=O)OCC1c2ccccc2-c2ccccc21, CC1CN2CCCC2CN1, COC(=O)C(C)N, Cl. The product is C1CC2CNCCN2C1. RXN SMILES: [C:11]([N:12]1[CH2:13][CH2:14][CH2:15][CH:16]1[C:17]([OH:18])=[O:19])([O:20][CH2:21][CH:22]1[c:23]2[c:24]([cH:25][cH:26][cH:27][cH:28]2)-[c:29]2[c:30]1[cH:31][cH:32][cH:33][cH:34]2)=[O:35].[CH3:1][CH:2]1[CH2:3][N:4]2[CH2:5][CH2:6][CH2:7][CH:8]2[CH2:9][NH:10]1.[CH3:37][O:38][C:39](=[O:40])[CH:41]([CH3:42])[NH2:43].[ClH:36]>>[CH2:2]1[CH2:3][N:4]2[CH2:5][CH2:6][CH2:7][CH:8]2[CH2:9][NH:10]1. Reactants: Cc1ccc(C(C)(C)C)c(N)c1N, C=C(C)C, Cc1ccc(N)cc1N. Product: Cc1cc(C(C)(C)C)c(N)cc1N. As a reaction SMILES: [C:1]([c:2]1[cH:3][cH:4][c:5]([CH3:6])[c:7]([NH2:8])[c:9]1[NH2:10])([CH3:11])([CH3:12])[CH3:13].[CH3:23][C:24]([CH3:25])=[CH2:26].[c:14]1([CH3:22])[c:15]([NH2:21])[cH:16][c:17]([NH2:20])[cH:18][cH:19]1>>[c:14]1([CH3:22])[c:15]([NH2:21])[cH:16][c:17]([NH2:20])[c:18]([C:24]([CH3:23])([CH3:25])[CH3:26])[cH:19]1.